Dataset: the Open Reaction Database (ORD), a public repository of structured organic reaction records. Task: describe an organic reaction: reactants, conditions, products, and yield Starting materials: C(C)OC(CCCCC1=CC2=CC(=C(C=C2C=C1)O)N1S(NC(C1)=O)(=O)=O)=O (5-[6-hydroxy-7-(1,1,4-trioxo-1,2,5-thiadiazolidin-2-yl)-naphthalen-2-yl]-pentanoic acid ethyl ester), CC(C)(C)[O-].[K+] (t-BuOK). Solvent: CC(C)O (iPrOH). Reaction conditions: time 18 hour. The product is C(C)(C)OC(CCCCC1=CC2=CC(=C(C=C2C=C1)O)N1S(NC(C1)=O)(=O)=O)=O (5-[6-hydroxy-7-(1,1,4-trioxo-1,2,5-thiadiazolidin-2-yl)-naphthalen-2-yl]-pentanoic acid isopropyl ester). As a reaction SMILES: [CH2:1]([O:3][C:4](=[O:28])[CH2:5][CH2:6][CH2:7][CH2:8][C:9]1[CH:18]=[CH:17][C:16]2[C:11](=[CH:12][C:13]([N:20]3[CH2:24][C:23](=[O:25])[NH:22][S:21]3(=[O:27])=[O:26])=[C:14]([OH:19])[CH:15]=2)[CH:10]=1)[CH3:2].[CH3:29]C([O-])(C)C.[K+]>CC(O)C>[CH:1]([O:3][C:4](=[O:28])[CH2:5][CH2:6][CH2:7][CH2:8][C:9]1[CH:18]=[CH:17][C:16]2[C:11](=[CH:12][C:13]([N:20]3[CH2:24][C:23](=[O:25])[NH:22][S:21]3(=[O:26])=[O:27])=[C:14]([OH:19])[CH:15]=2)[CH:10]=1)([CH3:29])[CH3:2] |f:1.2|. Procedure details: To a stirring solution of 5-[6-hydroxy-7-(1,1,4-trioxo-1,2,5-thiadiazolidin-2-yl)-naphthalen-2-yl]-pentanoic acid ethyl ester (0.003 g, 0.007 mmol) in iPrOH (1 mL) is added t-BuOK (1M in THF, 0.044 mL). The mixture is stirred for 18 h at room temperature. The reaction is quenched with 1 N HCl (1.5 mL) and extracted with EtOAc (3×10 mL). The organic layers are dried and concentrated. The residue is passed through a short column of reverse phase silica gel eluting with 40% MeOH/H2O to afford 5-[6-... Reactants: COc1cc([N+](=O)[O-])cnc1OCCCC(C)C, CO, Cl. The product is COc1cc(N)cnc1OCCCC(C)C. As a reaction SMILES: [CH3:1][O:2][c:3]1[c:4]([O:12][CH2:13][CH2:14][CH2:15][CH:16]([CH3:17])[CH3:18])[n:5][cH:6][c:7]([N+:9]([O-:10])=[O:11])[cH:8]1.[CH3:20][OH:21].[ClH:19]>>[CH3:1][O:2][c:3]1[c:4]([O:12][CH2:13][CH2:14][CH2:15][CH:16]([CH3:17])[CH3:18])[n:5][cH:6][c:7]([NH2:9])[cH:8]1. The reactants are C1(CCCCC1)OC(=O)OC(C)I (1-(cyclohexyloxycarbonyloxy)ethyl iodide), OCCOCC=1N=CSC1\C=C/SC=1[C@@H]([C@H]2N(C1C(=O)[O-])C([C@@H]2[C@@H](C)O)=O)C.[Na+] (sodium (1R,5S,6S)-2-[[(Z)-2-[4-(2-hydroxyethoxy)methylthiazol-5-yl]ethen-1-yl]thio]-6-((1R)-1-hydroxyethyl)-1-methyl-1-carbapen-2-em-3-carboxylate). Solvent: CCCCCC (hexane), CN(C(C)=O)C (N,N-dimethylacetamide), CCCCCC (hexane). Conditions: time 1 hour. Product: OCCOCC=1N=CSC1\C=C/SC=1[C@@H]([C@H]2N(C1C(=O)OC(C)OC(=O)OC1CCCCC1)C([C@@H]2[C@@H](C)O)=O)C (1-(Cyclohexyloxycarbonyloxy)ethyl (1R,5S,6S)-2-[[(Z)-2-[4-(2-hydroxyethoxy)methylthiazol-5-yl]ethen-1-yl]thio]-6-((1R)-1-hydroxyethyl)-1-methyl-1-carbapen-2-em-3-carboxylate). Isolated yield 20969.6%. As a reaction SMILES: [CH:1]1([O:7][C:8]([O:10][CH:11](I)[CH3:12])=[O:9])[CH2:6][CH2:5][CH2:4][CH2:3][CH2:2]1.[OH:14][CH2:15][CH2:16][O:17][CH2:18][C:19]1[N:20]=[CH:21][S:22][C:23]=1/[CH:24]=[CH:25]\[S:26][C:27]1[C@H:28]([CH3:41])[C@@H:29]2[C@@H:36]([C@H:37]([OH:39])[CH3:38])[C:35](=[O:40])[N:30]2[C:31]=1[C:32]([O-:34])=[O:33].[Na+]>CCCCCC.CN(C)C(=O)C>[OH:14][CH2:15][CH2:16][O:17][CH2:18][C:19]1[N:20]=[CH:21][S:22][C:23]=1/[CH:24]=[CH:25]\[S:26][C:27]1[C@H:28]([CH3:41])[C@@H:29]2[C@@H:36]([C@H:37]([OH:39])[CH3:38])[C:35](=[O:40])[N:30]2[C:31]=1[C:32]([O:34][CH:11]([O:10][C:8]([O:7][CH:1]1[CH2:6][CH2:5][CH2:4][CH2:3][CH2:2]1)=[O:9])[CH3:12])=[O:33] |f:1.2|. Procedure: A solution (2 ml) of 0.147 mg of 1-(cyclohexyloxycarbonyloxy)ethyl iodide in hexane was added to a solution of 51.8 mg of sodium (1R,5S,6S)-2-[[(Z)-2-[4-(2-hydroxyethoxy)methylthiazol-5-yl]ethen-1-yl]thio]-6-((1R)-1-hydroxyethyl)-1-methyl-1-carbapen-2-em-3-carboxylate in 2 ml of N,N-dimethylacetamide under an argon atmosphere at −10° C. The mixture was stirred at the same temperature for one hr, and 2 ml of hexane was then added to the reaction solution, followed by separation into an upper laye... Reactants: CCOC(=O)C(Br)CN(CC(Br)C(=O)OCC)S(=O)(=O)c1ccccc1, Cc1ccccc1, NCc1ccccc1. The product is CCOC(=O)C1CN(S(=O)(=O)c2ccccc2)CC(C(=O)OCC)N1Cc1ccccc1. RXN SMILES: [CH2:1]([CH3:2])[O:3][C:4]([CH:5]([CH2:6][N:7]([CH2:8][CH:9]([C:10](=[O:11])[O:12][CH2:13][CH3:14])[Br:25])[S:16](=[O:17])(=[O:18])[c:19]1[cH:20][cH:21][cH:22][cH:23][cH:24]1)[Br:15])=[O:26].[CH3:35][c:36]1[cH:37][cH:38][cH:39][cH:40][cH:41]1.[NH2:27][CH2:28][c:29]1[cH:30][cH:31][cH:32][cH:33][cH:34]1>>[CH2:1]([CH3:2])[O:3][C:4]([CH:5]1[CH2:6][N:7]([S:16](=[O:17])(=[O:18])[c:19]2[cH:20][cH:21][cH:22][cH:23][cH:24]2)[CH2:8][CH:9]([C:10](=[O:11])[O:12][CH2:13][CH3:14])[N:27]1[CH2:28][c:29]1[cH:30][cH:31][cH:32][cH:33][cH:34]1)=[O:26]. The reactants are C=O, CC(=O)O, CCO, [H][H], COC(=O)CC1(O)C(C)=Cc2ccc([N+](=O)[O-])cc21. Product: CNc1ccc2c(c1)C(O)(CC(=O)OC)C(C)=C2. As a reaction SMILES: [CH2:20]=[O:21].[CH3:22][C:23](=[O:24])[OH:25].[CH3:28][CH2:29][OH:30].[H:26][H:27].[OH:1][C:2]1([CH2:15][C:16](=[O:17])[O:18][CH3:19])[C:3]([CH3:14])=[CH:4][c:5]2[cH:6][cH:7][c:8]([N+:11]([O-:12])=[O:13])[cH:9][c:10]21>>[OH:1][C:2]1([CH2:15][C:16](=[O:17])[O:18][CH3:19])[C:3]([CH3:14])=[CH:4][c:5]2[cH:6][cH:7][c:8]([NH:11][CH3:22])[cH:9][c:10]21. The reactants are CC(C)(C)OC(=O)CCC(C=O)NC(=O)C1CCCN2C(=O)CCC(NC(=O)c3ccccc3)C(=O)N12, CCOCC, ClCCl, O=C(O)C(F)(F)F. Product: O=CC(CCC(=O)O)NC(=O)C1CCCN2C(=O)CCC(NC(=O)c3ccccc3)C(=O)N12. As a reaction SMILES: [C:1]([c:2]1[cH:3][cH:4][cH:5][cH:6][cH:7]1)(=[O:8])[NH:9][CH:10]1[CH2:11][CH2:12][C:13](=[O:37])[N:14]2[N:15]([C:16]1=[O:17])[CH:18]([C:22](=[O:23])[NH:24][CH:25]([CH2:26][CH2:27][C:28](=[O:29])[O:30][C:31]([CH3:32])([CH3:33])[CH3:34])[CH:35]=[O:36])[CH2:19][CH2:20][CH2:21]2.[CH3:48][CH2:49][O:50][CH2:51][CH3:52].[Cl:45][CH2:46][Cl:47].[OH:38][C:39]([C:40]([F:41])([F:42])[F:43])=[O:44]>>[C:1]([c:2]1[cH:3][cH:4][cH:5][cH:6][cH:7]1)(=[O:8])[NH:9][CH:10]1[CH2:11][CH2:12][C:13](=[O:37])[N:14]2[N:15]([C:16]1=[O:17])[CH:18]([C:22](=[O:23])[NH:24][CH:25]([CH2:26][CH2:27][C:28](=[O:29])[OH:30])[CH:35]=[O:36])[CH2:19][CH2:20][CH2:21]2.